From a dataset of the Open Reaction Database (ORD), a public repository of structured organic reaction records. describe an organic reaction: reactants, conditions, products, and yield Starting materials: CN(C1CCC=2NC3=C(C=CC(=C3C2C1)F)Br)C (3-(dimethylamino)-8-bromo-5-fluoro-1,2,3,4-tetrahydrocarbazole), CO (methyl alcohol), [OH-].[K+] (potassium hydroxide). Reagents/catalysts: [Pd] (palladium on charcoal). The solvent is O (water). The product is CN(C1CCC=2NC3=CC=CC(=C3C2C1)F)C (3-(Dimethylamino)-5-fluoro-1,2,3,4-tetrahydrocarbazole). RXN SMILES: [CH3:1][N:2]([CH3:18])[CH:3]1[CH2:15][C:14]2[C:13]3[C:8](=[C:9](Br)[CH:10]=[CH:11][C:12]=3[F:16])[NH:7][C:6]=2[CH2:5][CH2:4]1.CO.[OH-].[K+]>[Pd].O>[CH3:1][N:2]([CH3:18])[CH:3]1[CH2:15][C:14]2[C:13]3[C:8](=[CH:9][CH:10]=[CH:11][C:12]=3[F:16])[NH:7][C:6]=2[CH2:5][CH2:4]1 |f:2.3|. Reported procedure: Following a procedure similar to that described in Example 234 but using 2 g. of 3-(dimethylamino)-8-bromo-5-fluoro-1,2,3,4-tetrahydrocarbazole (Example 219), in 100 ml. of methyl alcohol, 1 g. of 10% palladium on charcoal and 1 g. of potassium hydroxide in 2 ml. of water there was obtained, after recrystallization from benzene, 1.3 g. of 3-(dimethylamino)-5-fluoro-1,2,3,4-tetrahydrocarbazole, m.p. 166°-168° C. The reactants are COc1ccc(CNc2ncc3c(n2)-c2c(c(C(N)=O)nn2C)CC3)cc1, ClC(Cl)Cl, [NH4+], [OH-]. The product is Cn1nc(C(N)=O)c2c1-c1nc(NCc3ccc(O)cc3)ncc1CC2. As a reaction SMILES: [CH3:1][O:2][c:3]1[cH:4][cH:5][c:6]([CH2:7][NH:8][c:9]2[n:10][c:11]3[c:16]([cH:17][n:18]2)[CH2:15][CH2:14][c:13]2[c:12]-3[n:21]([CH3:22])[n:20][c:19]2[C:23](=[O:24])[NH2:25])[cH:26][cH:27]1.[CH:28]([Cl:29])([Cl:30])[Cl:31].[NH4+:32].[OH-:33]>>[OH:2][c:3]1[cH:4][cH:5][c:6]([CH2:7][NH:8][c:9]2[n:10][c:11]3[c:16]([cH:17][n:18]2)[CH2:15][CH2:14][c:13]2[c:12]-3[n:21]([CH3:22])[n:20][c:19]2[C:23](=[O:24])[NH2:25])[cH:26][cH:27]1. The reactants are COc1ccc(Cl)cc1C(=O)N=c1sc(C(C)=O)c(C)n1CC1CCC1, [Li]C, C1CCOC1. Product: COc1ccc(Cl)cc1C(=O)N=c1sc(C(C)(C)O)c(C)n1CC1CCC1. Reaction SMILES: [C:1]([CH3:2])(=[O:3])[c:4]1[c:5]([CH3:26])[n:6]([CH2:21][CH:22]2[CH2:23][CH2:24][CH2:25]2)[c:7](=[N:9][C:10]([c:11]2[c:12]([O:18][CH3:19])[cH:13][cH:14][c:15]([Cl:17])[cH:16]2)=[O:20])[s:8]1.[Li:27][CH3:28].[O:29]1[CH2:30][CH2:31][CH2:32][CH2:33]1>>[C:1]([CH3:2])([OH:3])([c:4]1[c:5]([CH3:26])[n:6]([CH2:21][CH:22]2[CH2:23][CH2:24][CH2:25]2)[c:7](=[N:9][C:10]([c:11]2[c:12]([O:18][CH3:19])[cH:13][cH:14][c:15]([Cl:17])[cH:16]2)=[O:20])[s:8]1)[CH3:28]. The reactants are [H-].[Na+] (Sodium hydride), C1(=CC=CC=C1)C1CCCC(NC1)=O (6-phenylazepan-2-one), C1(CC1)CBr (cyclopropylmethyl bromide). The solvent is CN(C=O)C (N,N-dimethylformamide). Product: C1(CC1)CN1C(CCCC(C1)C1=CC=CC=C1)=O (1-(Cyclopropylmethyl)-6-phenylazepan-2-one). The yield is 72.5%. Reaction SMILES: [H-].[Na+].[C:3]1([CH:9]2[CH2:15][NH:14][C:13](=[O:16])[CH2:12][CH2:11][CH2:10]2)[CH:8]=[CH:7][CH:6]=[CH:5][CH:4]=1.[CH:17]1([CH2:20]Br)[CH2:19][CH2:18]1>CN(C)C=O>[CH:17]1([CH2:20][N:14]2[CH2:15][CH:9]([C:3]3[CH:4]=[CH:5][CH:6]=[CH:7][CH:8]=3)[CH2:10][CH2:11][CH2:12][C:13]2=[O:16])[CH2:19][CH2:18]1 |f:0.1|. Procedure details: Sodium hydride (60% dispersion in mineral oil; 0.793 g, 19.8 mmol) was added to a solution of 6-phenylazepan-2-one (2.50 g, 13.2 mmol) and cyclopropylmethyl bromide (1.92 mL, 19.8 mmol) in N,N-dimethylformamide (30 mL) at 0° C., then the mixture allowed to warm to ambient temperature. After 18 h the mixture was quenched with water and extracted with ethyl acetate. The organic layer was washed with water (3×) and saturated brine, dried over magnesium sulfate, filtered, and concentrated. Purificat... Starting materials: O=C1SC[C@H](N1)C(=O)O ((4R)-2-oxothiazolidine-4-carboxylic acid), OCCCCN (N-(4-hydroxybutyl)amine). The product is OCCCCNC(=O)[C@H]1NC(SC1)=O ((4R)-N-(4-Hydroxybutyl)-2-oxothiazolidine-4-carboxamide). Isolated yield 41.3%. RXN SMILES: [O:1]=[C:2]1[NH:6][C@H:5]([C:7]([OH:9])=O)[CH2:4][S:3]1.[OH:10][CH2:11][CH2:12][CH2:13][CH2:14][NH2:15]>>[OH:10][CH2:11][CH2:12][CH2:13][CH2:14][NH:15][C:7]([C@@H:5]1[CH2:4][S:3][C:2](=[O:1])[NH:6]1)=[O:9]. Procedure: Following a procedure similar to that described in Example 16(a), but using 1.2 g of (4R)-2-oxothiazolidine-4-carboxylic acid and 2.23 g of N-(4-hydroxybutyl)amine, 0.735 g of the title compound was obtained as colorless crystals, melting at 81°-83° C. Starting materials: C(C)(C)(C)OC(=O)N1C[C@@H]([C@H](CC1)C1=CC=C(C=C1)OCCCOCC1=C(C=CC=C1)OC)OCC1=CC=C2CCCN(C2=C1)CCOS(=O)(=O)C ((3R,4R)-3-[1-(2-methanesulfonyloxy-ethyl)-1,2,3,4-tetrahydro-quinolin-7-ylmethoxy]-4-[4-[3-(2-methoxy-benzyloxy)-propoxy]-phenyl]-piperidine-1-carboxylic acid tert-butyl ester), [N-]=[N+]=[N-].[Na+] (sodium azide). Product: C(C)(C)(C)OC(=O)N1C[C@@H]([C@H](CC1)C1=CC=C(C=C1)OCCCOCC1=C(C=CC=C1)OC)OCC1=CC=C2CCCN(C2=C1)CCN=[N+]=[N-] ((3R,4R)-3-[1-(2-azido-ethyl)-1,2,3,4-tetrahydro-quinolin-7-ylmethoxy]-4-[4-[3-(2-methoxy-benzyloxy)-propoxy]-phenyl]-piperidine-1-carboxylic acid tert-butyl ester). As a reaction SMILES: [C:1]([O:5][C:6]([N:8]1[CH2:13][CH2:12][C@H:11]([C:14]2[CH:19]=[CH:18][C:17]([O:20][CH2:21][CH2:22][CH2:23][O:24][CH2:25][C:26]3[CH:31]=[CH:30][CH:29]=[CH:28][C:27]=3[O:32][CH3:33])=[CH:16][CH:15]=2)[C@@H:10]([O:34][CH2:35][C:36]2[CH:45]=[C:44]3[C:39]([CH2:40][CH2:41][CH2:42][N:43]3[CH2:46][CH2:47]OS(C)(=O)=O)=[CH:38][CH:37]=2)[CH2:9]1)=[O:7])([CH3:4])([CH3:3])[CH3:2].[N-:53]=[N+:54]=[N-:55].[Na+]>>[C:1]([O:5][C:6]([N:8]1[CH2:13][CH2:12][C@H:11]([C:14]2[CH:15]=[CH:16][C:17]([O:20][CH2:21][CH2:22][CH2:23][O:24][CH2:25][C:26]3[CH:31]=[CH:30][CH:29]=[CH:28][C:27]=3[O:32][CH3:33])=[CH:18][CH:19]=2)[C@@H:10]([O:34][CH2:35][C:36]2[CH:45]=[C:44]3[C:39]([CH2:40][CH2:41][CH2:42][N:43]3[CH2:46][CH2:47][N:53]=[N+:54]=[N-:55])=[CH:38][CH:37]=2)[CH2:9]1)=[O:7])([CH3:2])([CH3:4])[CH3:3] |f:1.2|. Procedure: In analogy to the procedure described in example 10(b), the (3R,4R)-3-[1-(2-methanesulfonyloxy-ethyl)-1,2,3,4-tetrahydro-quinolin-7-ylmethoxy]-4-[4-[3-(2-methoxy-benzyloxy)-propoxy]-phenyl]-piperidine-1-carboxylic acid tert-butyl ester [example 9(a)] was treated with sodium azide to yield the (3R,4R)-3-[1-(2-azido-ethyl)-1,2,3,4-tetrahydro-quinolin-7-ylmethoxy]-4-[4-[3-(2-methoxy-benzyloxy)-propoxy]-phenyl]-piperidine-1-carboxylic acid tert-butyl ester as a light yellow oil; MS: 686 (M+H)+. Reaction SMILES: [CH2:29]([N:30]([CH:31]([CH3:32])[CH3:33])[CH:34]([CH3:35])[CH3:36])[CH3:37].[CH3:2][O:3][c:4]1[cH:5][cH:6][c:7]([N:23]2[CH2:24][CH2:25][O:26][CH2:27][CH2:28]2)[c:8]2[c:9]1[n:10][c:11](-[c:13]1[n:14][c:15]3[c:16]([nH:22]1)[CH2:17][CH2:18][NH:19][CH2:20][CH2:21]3)[s:12]2.[ClH:1].[F:38][c:39]1[cH:40][cH:41][c:42]([C:43](=[O:44])[Cl:45])[cH:46][cH:47]1.[O:48]1[CH2:49][CH2:50][CH2:51][CH2:52]1>>[CH3:2][O:3][c:4]1[cH:5][cH:6][c:7]([N:23]2[CH2:24][CH2:25][O:26][CH2:27][CH2:28]2)[c:8]2[c:9]1[n:10][c:11](-[c:13]1[n:14][c:15]3[c:16]([nH:22]1)[CH2:17][CH2:18][N:19]([C:43]([c:42]1[cH:41][cH:40][c:39]([F:38])[cH:47][cH:46]1)=[O:44])[CH2:20][CH2:21]3)[s:12]2. Starting materials: CCN(C(C)C)C(C)C, COc1ccc(N2CCOCC2)c2sc(-c3nc4c([nH]3)CCNCC4)nc12, Cl, O=C(Cl)c1ccc(F)cc1, C1CCOC1. Product: COc1ccc(N2CCOCC2)c2sc(-c3nc4c([nH]3)CCN(C(=O)c3ccc(F)cc3)CC4)nc12.